Task: describe an organic reaction: reactants, conditions, products, and yield. Dataset: the Open Reaction Database (ORD), a public repository of structured organic reaction records Reactants: C(C)(=O)O[BH-](OC(C)=O)OC(C)=O.[Na+] (sodium triacetoxyborohydride), C(C1=CC=CC=C1)OC1=CC(=C(N)C=C1)[N+](=O)[O-] (4-(benzyloxy)-2-nitroaniline), CSC=1SC2=C(N1)C=CC(=C2)C=O (2-(methylthio)benzo[d]thiazole-6-carbaldehyde). Run in C(=O)(C(F)(F)F)O (TFA), C(Cl)Cl (DCM). Conditions: temperature 0 celsius, time 2 hour. Product: C(C1=CC=CC=C1)OC1=CC(=C(NCC2=CC3=C(N=C(S3)SC)C=C2)C=C1)[N+](=O)[O-] (4-(benzyloxy)-N-((2-(methylthio)benzo[d]thiazol-6-yl)methyl)-2-nitroaniline). Isolated yield 64.1%. As a reaction SMILES: [CH2:1]([O:8][C:9]1[CH:15]=[CH:14][C:12]([NH2:13])=[C:11]([N+:16]([O-:18])=[O:17])[CH:10]=1)[C:2]1[CH:7]=[CH:6][CH:5]=[CH:4][CH:3]=1.C(O[BH-](OC(=O)C)OC(=O)C)(=O)C.[Na+].[CH3:33][S:34][C:35]1[S:36][C:37]2[CH:43]=[C:42]([CH:44]=O)[CH:41]=[CH:40][C:38]=2[N:39]=1>C(O)(C(F)(F)F)=O.C(Cl)Cl>[CH2:1]([O:8][C:9]1[CH:15]=[CH:14][C:12]([NH:13][CH2:44][C:42]2[CH:41]=[CH:40][C:38]3[N:39]=[C:35]([S:34][CH3:33])[S:36][C:37]=3[CH:43]=2)=[C:11]([N+:16]([O-:18])=[O:17])[CH:10]=1)[C:2]1[CH:3]=[CH:4][CH:5]=[CH:6][CH:7]=1 |f:1.2|. Reported procedure: To a stirred mixture of 4-(benzyloxy)-2-nitroaniline (2.0 g, 8.2 mmol) in TFA (14 mL) at −15° C. was added sodium triacetoxyborohydride (2.84 g, 12 mmol). Then a solution of 2-(methylthio)benzo[d]thiazole-6-carbaldehyde (1.9 g, 9.0 mmol) from Step 1 of Example 100 in DCM (10 mL) was added dropwise. The reaction mixture was allowed to warm to 0° C. and stir for 2 h. The mixture was partitioned between DCM and water. The organic layer was separated and washed sequentially with saturated aq NaHCO3 ... Starting materials: CC(C)(C)OC(=O)NCCN1C(=O)C=CC1=O, ClCCl, O=C(O)C(F)(F)F. Yields the product NCCN1C(=O)C=CC1=O. Reaction SMILES: [C:1]([O:2][C:3](=[O:4])[NH:7][CH2:8][CH2:9][N:10]1[C:11](=[O:16])[CH:12]=[CH:13][C:14]1=[O:15])([CH3:5])([CH3:6])[CH3:17].[Cl:25][CH2:26][Cl:27].[OH:18][C:19]([C:20]([F:21])([F:22])[F:23])=[O:24]>>[NH2:7][CH2:8][CH2:9][N:10]1[C:11](=[O:16])[CH:12]=[CH:13][C:14]1=[O:15]. The reactants are CCOC(=O)C(=NO)c1cccc(Br)c1, O=C([O-])O, CN(C)C=O, Cc1oc(-c2ccccc2)nc1COc1ccc(CCl)cc1, Cl, [H-], [Na+], [Na+]. The product is CCOC(=O)C(=NOCc1ccc(OCc2nc(-c3ccccc3)oc2C)cc1)c1cccc(Br)c1. As a reaction SMILES: [Br:3][c:4]1[cH:5][c:6]([C:10]([C:11](=[O:12])[O:13][CH2:14][CH3:15])=[N:16][OH:17])[cH:7][cH:8][cH:9]1.[C:41](=[O:42])([OH:43])[O-:44].[CH3:46][N:47]([CH3:48])[CH:49]=[O:50].[Cl:18][CH2:19][c:20]1[cH:21][cH:22][c:23]([O:24][CH2:25][c:26]2[n:27][c:28](-[c:32]3[cH:33][cH:34][cH:35][cH:36][cH:37]3)[o:29][c:30]2[CH3:31])[cH:38][cH:39]1.[ClH:40].[H-:1].[Na+:2].[Na+:45]>>[Br:3][c:4]1[cH:5][c:6]([C:10]([C:11](=[O:12])[O:13][CH2:14][CH3:15])=[N:16][O:17][CH2:19][c:20]2[cH:21][cH:22][c:23]([O:24][CH2:25][c:26]3[n:27][c:28](-[c:32]4[cH:33][cH:34][cH:35][cH:36][cH:37]4)[o:29][c:30]3[CH3:31])[cH:38][cH:39]2)[cH:7][cH:8][cH:9]1. Reactants: Cl.[N+](=O)([O-])C=1C=C(C=CC1)C=1N=C(SC1)N (4-(3-nitro-phenyl)-thiazol-2-ylamine hydrochloride), ClC=1C=C(C=CC1Cl)S(=O)(=O)Cl (3,4-dichlorobenzenesulfonyl chloride), Cl (hydrochloric acid). Solvent: N1=CC=CC=C1 (pyridine). Conditions: time 30 minute. The product is ClC=1C=C(C=CC1Cl)S(=O)(=O)NC=1SC=C(N1)C1=CC(=CC=C1)[N+](=O)[O-] (3,4-dichloro-N-[4-(3-nitro-phenyl)-thiazol-2-yl]-benzenesulfonamide). The yield is 46.7%. Reaction SMILES: Cl.[N+:2]([C:5]1[CH:6]=[C:7]([C:11]2[N:12]=[C:13]([NH2:16])[S:14][CH:15]=2)[CH:8]=[CH:9][CH:10]=1)([O-:4])=[O:3].[Cl:17][C:18]1[CH:19]=[C:20]([S:25](Cl)(=[O:27])=[O:26])[CH:21]=[CH:22][C:23]=1[Cl:24].Cl>N1C=CC=CC=1>[Cl:17][C:18]1[CH:19]=[C:20]([S:25]([NH:16][C:13]2[S:14][CH:15]=[C:11]([C:7]3[CH:8]=[CH:9][CH:10]=[C:5]([N+:2]([O-:4])=[O:3])[CH:6]=3)[N:12]=2)(=[O:26])=[O:27])[CH:21]=[CH:22][C:23]=1[Cl:24] |f:0.1|. Procedure: A mixture of 0.5 g of 4-(3-nitro-phenyl)-thiazol-2-ylamine hydrochloride with 0.52 g of 3,4-dichlorobenzenesulfonyl chloride was stirred overnight with 2 ml of pyridine. The resulting, red colored suspension was poured into 25 ml of 1N hydrochloric acid and the solid which thereby separated was filtered off and dissolved in a mixture of 30 ml of ethanol and 20 ml of 2N sodium hydroxide solution. After the addition of 0.5 g of active charcoal the mixture was stirred at room temperature for 30 min... Reactants: C(C)(C)(C)NC(C(C(C)(C)C)=O)=O (N-tert-butyl-3,3-dimethyl-2-oxo-butyramide), C1(=CC=CC=C1)[C@@H](C)N ((R)-1-phenylethylamine). Product: C(C)(C)(C)NC(C(C(C)(C)C)=N[C@H](C)C1=CC=CC=C1)=O ((R)-N-tert-butyl-3,3-dimethyl-2-(1-phenylethylimino)-butyramide). Isolated yield 58.2%. Reaction SMILES: [C:1]([NH:5][C:6](=[O:13])[C:7](=O)[C:8]([CH3:11])([CH3:10])[CH3:9])([CH3:4])([CH3:3])[CH3:2].[C:14]1([C@H:20]([NH2:22])[CH3:21])[CH:19]=[CH:18][CH:17]=[CH:16][CH:15]=1>>[C:1]([NH:5][C:6](=[O:13])[C:7](=[N:22][C@@H:20]([C:14]1[CH:19]=[CH:18][CH:17]=[CH:16][CH:15]=1)[CH3:21])[C:8]([CH3:11])([CH3:10])[CH3:9])([CH3:4])([CH3:3])[CH3:2]. Procedure details: The procedure described under l) was carried out using 7.5 g of N-tert-butyl-3,3-dimethyl-2-oxo-butyramide and 15 g of (R)-1-phenylethylamine. There were isolated 6.8 g (58%) of (R)-N-tert-butyl-3,3-dimethyl-2-(1-phenylethylimino)-butyramide of boiling point 120° at 0.2 mbar. [α]=+40.9 (c=1.0, CHCl3). The reactants are Cl.Cl.NCC(=O)N1CCN(CC1)C1=CC=C(C=C1)Cl (2-amino-1-[4-(4-chlorophenyl)-1-piperazinyl]-ethan-1-one dihydrochloride), C(C)(C)N(CC)C(C)C (diisopropylethylamine), C1(=CC=CC=C1)P(=O)(C1=CC=CC=C1)N=[N+]=[N-] (Diphenylphosphoryl azide), C(C)(C)(C)OC(=O)N[C@H](C(=O)O)CC1=NC=CC=C1 ((2S)-2-(tert-butoxycarbonylamino)-3-(2-pyridyl)propanoic acid). The solvent is CN(C=O)C (N,N-dimethylformamide), C(O)([O-])=O.[Na+] (sodium hydrogencarbonate). Yields the product C(C)(C)(C)OC(=O)N[C@H](C(=O)NCC(=O)N1CCN(CC1)C1=CC=C(C=C1)Cl)CC1=NC=CC=C1 ((2S)-2-(tert-Butoxycarbonylamino)-N-[2-[4-(4-chlorophenyl)-1-piperazinyl]-2-oxoethyl]-3-(2-pyridyl)propanamide). Yield: 96.9%. Reaction SMILES: C1(P(N=[N+]=[N-])(C2C=CC=CC=2)=O)C=CC=CC=1.[C:18]([O:22][C:23]([NH:25][C@@H:26]([CH2:30][C:31]1[CH:36]=[CH:35][CH:34]=[CH:33][N:32]=1)[C:27]([OH:29])=O)=[O:24])([CH3:21])([CH3:20])[CH3:19].Cl.Cl.[NH2:39][CH2:40][C:41]([N:43]1[CH2:48][CH2:47][N:46]([C:49]2[CH:54]=[CH:53][C:52]([Cl:55])=[CH:51][CH:50]=2)[CH2:45][CH2:44]1)=[O:42].C(N(C(C)C)CC)(C)C>CN(C)C=O.C(=O)([O-])O.[Na+]>[C:18]([O:22][C:23]([NH:25][C@@H:26]([CH2:30][C:31]1[CH:36]=[CH:35][CH:34]=[CH:33][N:32]=1)[C:27]([NH:39][CH2:40][C:41]([N:43]1[CH2:44][CH2:45][N:46]([C:49]2[CH:54]=[CH:53][C:52]([Cl:55])=[CH:51][CH:50]=2)[CH2:47][CH2:48]1)=[O:42])=[O:29])=[O:24])([CH3:19])([CH3:20])[CH3:21] |f:2.3.4,7.8|. Procedure: Diphenylphosphoryl azide (25 g) was added to a solution of (2S)-2-(tert-butoxycarbonylamino)-3-(2-pyridyl)propanoic acid (23 g) in N,N-dimethylformamide (230 ml) at 5° C. To the mixture was added a solid of 2-amino-1-[4-(4-chlorophenyl)-1-piperazinyl]-ethan-1-one dihydrochloride (28.2 g) at 5° C. with stirring and then diisopropylethylamine (47 ml) was added dropwise at 7-10° C. The mixture was stirred at 7-10° C. for 30 minutes and at room temperature for 2 hours. The mixture was diluted with s... The reactants are FC1=CC=C(C(=S)N)C=C1 (4-fluorothiobenzamide), Br.NC1=NC=CC(=C1)C(C(=O)C1=CC(=CC=C1)C)Br (2-(2-Amino-4-pyridyl)-2-bromo-1-(3-methylphenyl)ethanone hydrobromide), C(O)([O-])=O.[Na+] (sodium hydrogencarbonate). Run in CN(C=O)C (N,N-dimethylformamide). Run at time 16 hour. Product: FC1=CC=C(C=C1)C=1SC(=C(N1)C1=CC(=CC=C1)C)C1=CC(=NC=C1)N (4-[2-(4-fluorophenyl)-4-(3-methylphenyl)-1,3-thiazol-5-yl]-2-pyridylamine). Isolated yield 84.6%. RXN SMILES: Br.[NH2:2][C:3]1[CH:8]=[C:7]([CH:9](Br)[C:10]([C:12]2[CH:17]=[CH:16][CH:15]=[C:14]([CH3:18])[CH:13]=2)=O)[CH:6]=[CH:5][N:4]=1.[F:20][C:21]1[CH:29]=[CH:28][C:24]([C:25]([NH2:27])=[S:26])=[CH:23][CH:22]=1.C(=O)([O-])O.[Na+]>CN(C)C=O>[F:20][C:21]1[CH:29]=[CH:28][C:24]([C:25]2[S:26][C:9]([C:7]3[CH:6]=[CH:5][N:4]=[C:3]([NH2:2])[CH:8]=3)=[C:10]([C:12]3[CH:17]=[CH:16][CH:15]=[C:14]([CH3:18])[CH:13]=3)[N:27]=2)=[CH:23][CH:22]=1 |f:0.1,3.4|. Procedure details: 2-(2-Amino-4-pyridyl)-2-bromo-1-(3-methylphenyl)ethanone hydrobromide (5.0 g, 13 mmol) was dissolved in N,N-dimethylformamide (40 mL), to the solution was added 4-fluorothiobenzamide (2.1 g, 13 mmol) and the mixture was stirred at room temperature for 16 hours. A saturated aqueous solution of sodium hydrogencarbonate (200 mL) was added to the reaction mixture and the mixture was extracted with ethyl acetate. The extract was dried and the solvent was distilled off. The residue was recrystallized ... The reactants are CCOC(=O)CBr, O=C([O-])[O-], CCO, COc1cc(C=CC(=O)NC2CCC(C)CC2)ccc1O, [K+], [K+]. Yields the product CCOC(=O)COc1ccc(C=CC(=O)NC2CCC(C)CC2)cc1OC. RXN SMILES: [Br:28][CH2:29][C:30](=[O:31])[O:32][CH2:33][CH3:34].[C:1](=[O:2])([O-:3])[O-:4].[CH3:35][CH2:36][OH:37].[CH3:7][CH:8]1[CH2:9][CH2:10][CH:11]([NH:14][C:15]([CH:16]=[CH:17][c:18]2[cH:19][c:20]([O:25][CH3:26])[c:21]([OH:24])[cH:22][cH:23]2)=[O:27])[CH2:12][CH2:13]1.[K+:5].[K+:6]>>[CH3:7][CH:8]1[CH2:9][CH2:10][CH:11]([NH:14][C:15]([CH:16]=[CH:17][c:18]2[cH:19][c:20]([O:25][CH3:26])[c:21]([O:24][CH2:29][C:30](=[O:31])[O:32][CH2:33][CH3:34])[cH:22][cH:23]2)=[O:27])[CH2:12][CH2:13]1. The product is COc1ccc(-c2cncc(C#N)c2Nc2ccc3[nH]ccc3c2)cc1Br. Reaction SMILES: [Br:43][c:44]1[cH:45][c:46](-[c:47]2[cH:48][n:49][cH:50][c:51]([C:54]#[N:55])[c:52]2[Cl:53])[cH:56][cH:57][c:58]1[O:59][CH3:60].[CH3:15][O:16][c:17]1[cH:18][c:19](-[c:25]2[cH:26][n:27][cH:28][c:29]([C:30]#[N:31])[c:32]2[NH:33][c:34]2[cH:35][c:36]3[cH:37][cH:38][nH:39][c:40]3[cH:41][cH:42]2)[cH:20][cH:21][c:22]1[O:23][CH3:24].[CH3:1][CH:2]([c:3]1[cH:4][cH:5][c:6]([O:7][CH3:8])[c:9]([Br:14])[cH:10]1)[C:11]([O-:12])=[O:13].[NH2:61][c:62]1[cH:63][c:64]2[c:65]([cH:66][cH:67]1)[nH:68][cH:69][cH:70]2>>[Br:14][c:17]1[cH:18][c:19](-[c:25]2[cH:26][n:27][cH:28][c:29]([C:30]#[N:31])[c:32]2[NH:33][c:34]2[cH:35][c:36]3[cH:37][cH:38][nH:39][c:40]3[cH:41][cH:42]2)[cH:20][cH:21][c:22]1[O:23][CH3:24]. Reactants: COc1ccc(-c2cncc(C#N)c2Cl)cc1Br, COc1ccc(-c2cncc(C#N)c2Nc2ccc3[nH]ccc3c2)cc1OC, COc1ccc(C(C)C(=O)[O-])cc1Br, Nc1ccc2[nH]ccc2c1.